Task: describe an organic reaction: reactants, conditions, products, and yield. Dataset: the Open Reaction Database (ORD), a public repository of structured organic reaction records The reactants are ClC1=C(C=CC=C1)C1=CC=2NC=3C=C(C(=CC3C2C2=C1C(NC2=O)=O)OC)CCCCI (4-(2-Chlorophenyl)-8-(4-iodobutyl)-9-methoxypyrrolo[3,4-c]carbazole-1,3(2H,6H)-dione), Cl.N1=CC=CC=C1 (pyridine hydrochloride). Yields the product ClC1=C(C=CC=C1)C1=CC=2NC=3C=C(C(=CC3C2C2=C1C(NC2=O)=O)O)CCCCN2CCCC2 (4-(2-Chlorophenyl)-9-hydroxy-8-[4-(1-pyrrolidinyl)butyl]pyrrolo[3,4-c]carbazole-1,3(2H,6H)-dione). The yield is 72.0%. As a reaction SMILES: [Cl:1][C:2]1[CH:7]=[CH:6][CH:5]=[CH:4][C:3]=1[C:8]1[C:20]2[C:21](=[O:25])[NH:22][C:23](=[O:24])[C:19]=2[C:18]2[C:17]3[CH:16]=[C:15]([O:26]C)[C:14]([CH2:28][CH2:29][CH2:30][CH2:31]I)=[CH:13][C:12]=3[NH:11][C:10]=2[CH:9]=1.Cl.[N:34]1[CH:39]=[CH:38][CH:37]=[CH:36]C=1>>[Cl:1][C:2]1[CH:7]=[CH:6][CH:5]=[CH:4][C:3]=1[C:8]1[C:20]2[C:21](=[O:25])[NH:22][C:23](=[O:24])[C:19]=2[C:18]2[C:17]3[CH:16]=[C:15]([OH:26])[C:14]([CH2:28][CH2:29][CH2:30][CH2:31][N:34]4[CH2:36][CH2:37][CH2:38][CH2:39]4)=[CH:13][C:12]=3[NH:11][C:10]=2[CH:9]=1 |f:1.2|. Reported procedure: Demethylation of (173) prepared as described in example 312 with pyridine hydrochloride using the procedure described in example 81 gave (177) (72%). 1H NMR δ [(CD3)2SO] 11.70 (s, 1H), 10.98 (br s, 1H), 9.30 (br, 1H), 8.31 (s, 1H), 7.57 (dd, J=8.0, 2.2 Hz, 1H), 7.49 (s, 1H), 7.49–7.40 (m, 3H), 7.32 (s, 1H), 2.73 (t, J=7.5 Hz, 2H), 2.44–2.36 (m, 6H), 1.69–1.61 (m, 6H), 1.51 (m, 2H). The hydrochloride salt had a mp of 173–178° C. (dec). Found: C, 62.27; H, 5.22; N, 7.74. C28H26ClN3O3.HCl.H2O requi...